This data is from the Open Reaction Database (ORD), a public repository of structured organic reaction records. The task is: describe an organic reaction: reactants, conditions, products, and yield Reactants: C1(=CC=CC=C1)C1=CC(=CN1)C(=S)[O-] (5-Phenylthiopyrrole-3-carboxylate), [O-]CC.[Na+] (sodium ethoxide). Solvent: C(C)(=O)OCC (ethyl acetate). Product: C1(=CC=CC=C1)C1=CC(=CN1)C(=S)[O-].[Na+] (Sodium 5-phenylthiopyrrole-3-carboxylate). Reaction SMILES: [C:1]1([C:7]2[NH:11][CH:10]=[C:9]([C:12]([O-:14])=[S:13])[CH:8]=2)[CH:6]=[CH:5][CH:4]=[CH:3][CH:2]=1.[O-]CC.[Na+:18]>C(OCC)(=O)C>[C:1]1([C:7]2[NH:11][CH:10]=[C:9]([C:12]([O-:14])=[S:13])[CH:8]=2)[CH:2]=[CH:3][CH:4]=[CH:5][CH:6]=1.[Na+:18] |f:1.2,4.5|. Reported procedure: 5-Phenylthiopyrrole-3-carboxylate is combined with an equivalent of sodium ethoxide in ethyl acetate. Sodium 5-phenylthiopyrrole-3-carboxylate is isolated by concentration to dryness or by precipitation resulting from addition of a non-solvent (ether or hexane). Reactants: NN1C(=CC=C1)C(=O)N[C@@H](C)C1=CC=CC=C1 ((S)-1-amino-N-(1-phenylethyl)-1H-pyrrole-2-carboxamide), C(C)(C)(C)OC(=O)N[C@H](C(=O)O)C ((S)-2-(tert-butoxycarbonylamino)propanoic acid), 73a. Yields the product O=C([C@H](C)NC(OC(C)(C)C)=O)NN1C(=CC=C1)C(N[C@@H](C)C1=CC=CC=C1)=O (tert-Butyl (S)-1-oxo-1-(2-((S)-1-phenylethylcarbamoyl)-1H-pyrrol-1-ylamino)propan-2-ylcarbamate). Isolated yield 94.3%. As a reaction SMILES: [NH2:1][N:2]1[CH:6]=[CH:5][CH:4]=[C:3]1[C:7]([NH:9][C@H:10]([C:12]1[CH:17]=[CH:16][CH:15]=[CH:14][CH:13]=1)[CH3:11])=[O:8].[C:18]([O:22][C:23]([NH:25][C@@H:26]([CH3:30])[C:27](O)=[O:28])=[O:24])([CH3:21])([CH3:20])[CH3:19]>>[O:28]=[C:27]([NH:1][N:2]1[CH:6]=[CH:5][CH:4]=[C:3]1[C:7](=[O:8])[NH:9][C@H:10]([C:12]1[CH:17]=[CH:16][CH:15]=[CH:14][CH:13]=1)[CH3:11])[C@@H:26]([NH:25][C:23](=[O:24])[O:22][C:18]([CH3:21])([CH3:20])[CH3:19])[CH3:30]. Reported procedure: The title compound was prepared from (S)-1-amino-N-(1-phenylethyl)-1H-pyrrole-2-carboxamide (3.50 g, 15.3 mmol) and (S)-2-(tert-butoxycarbonylamino)propanoic acid (2.89 g, 15.3 mmol) following the experimental procedure described in Preparation 73a. 5.78 g (92% yield) of the desired compound were obtained. The reactants are COC1(CCCCCC1)C1=C(CN(C=2N=NN(N2)C)CC2=CC(=CC(=C2)C(F)(F)F)C(F)(F)F)C=C(C=C1)C(F)(F)F (N-(2-(1-methoxycycloheptyl)-5-(trifluoromethyl)benzyl)-N-(3,5-bis(trifluoromethyl)benzyl)-2-methyl-2H-tetrazol-5-amine), C([O-])([O-])=O.[Na+].[Na+] (sodium carbonate), CN(C=O)C (N,N-dimethylformamide), BrCCO[Si](C)(C)C(C)(C)C ((2-bromoethoxy)-tert-butyldimethylsilane). Solvent: C(C)(=O)OCC (ethyl acetate), CC1OCCC1 (2-methyltetrahydrofuran). Run at temperature 60 celsius, time 16 hour. Product: COC1(CCCCCC1)C1=C(CN(C=2N=NN(N2)CCO[Si](C)(C)C(C)(C)C)CC2=CC(=CC(=C2)C(F)(F)F)C(F)(F)F)C=C(C=C1)C(F)(F)F (N-(2-(1-methoxycycloheptyl)-5-(trifluoromethyl)benzyl)-N-(3,5-bis(trifluoromethyl)benzyl)-2-(2-(tert-butyldimethylsilyloxy)ethyl)-2H-tetrazol-5-amine). The yield is 69.4%. Reaction SMILES: [CH3:1][O:2][C:3]1([C:10]2[CH:38]=[CH:37][C:36]([C:39]([F:42])([F:41])[F:40])=[CH:35][C:11]=2[CH2:12][N:13]([CH2:20][C:21]2[CH:26]=[C:25]([C:27]([F:30])([F:29])[F:28])[CH:24]=[C:23]([C:31]([F:34])([F:33])[F:32])[CH:22]=2)[C:14]2[N:15]=[N:16][N:17]([CH3:19])[N:18]=2)[CH2:9][CH2:8][CH2:7][CH2:6][CH2:5][CH2:4]1.C(=O)([O-])[O-].[Na+].[Na+].CN(C)C=O.BrC[CH2:56][O:57][Si:58]([C:61]([CH3:64])([CH3:63])[CH3:62])([CH3:60])[CH3:59]>CC1CCCO1.C(OCC)(=O)C>[CH3:1][O:2][C:3]1([C:10]2[CH:38]=[CH:37][C:36]([C:39]([F:42])([F:40])[F:41])=[CH:35][C:11]=2[CH2:12][N:13]([CH2:20][C:21]2[CH:26]=[C:25]([C:27]([F:28])([F:29])[F:30])[CH:24]=[C:23]([C:31]([F:34])([F:33])[F:32])[CH:22]=2)[C:14]2[N:15]=[N:16][N:17]([CH2:19][CH2:56][O:57][Si:58]([C:61]([CH3:64])([CH3:63])[CH3:62])([CH3:60])[CH3:59])[N:18]=2)[CH2:4][CH2:5][CH2:6][CH2:7][CH2:8][CH2:9]1 |f:1.2.3|. Reported procedure: To a solution of N-(2-(1-methoxycycloheptyl)-5-(trifluoromethyl)benzyl)-N-(3,5-bis(trifluoromethyl)benzyl)-2-methyl-2H-tetrazol-5-amine (51 mg; 0.086 mmol) in 2-methyltetrahydrofuran (1.0 mL) was added sodium carbonate (38 mg; 0.358 mmol), N,N-dimethylformamide (0.4 mL) and (2-bromoethoxy)-tert-butyldimethylsilane (100 mg; 0.418 mmol). Reaction was stirred for 16 hours at 60° C. The reaction was diluted with ethyl acetate, washed twice with water and then brine. The organic was dried over sodium... The reactants are CO, ClCCl, Cl, CC(NC(=O)Cc1cc(F)cc(F)c1)C(=O)O, COC(=O)C(N)Cc1ccccn1. The product is COC(=O)C(Cc1ccccn1)NC(=O)C(C)NC(=O)Cc1cc(F)cc(F)c1. As a reaction SMILES: [CH3:32][OH:33].[Cl:34][CH2:35][Cl:36].[ClH:18].[F:1][c:2]1[cH:3][c:4]([CH2:9][C:10](=[O:11])[NH:12][CH:13]([CH3:14])[C:15](=[O:16])[OH:17])[cH:5][c:6]([F:8])[cH:7]1.[NH2:19][CH:20]([C:21](=[O:22])[O:23][CH3:24])[CH2:25][c:26]1[n:27][cH:28][cH:29][cH:30][cH:31]1>>[F:1][c:2]1[cH:3][c:4]([CH2:9][C:10](=[O:11])[NH:12][CH:13]([CH3:14])[C:15](=[O:17])[NH:19][CH:20]([C:21](=[O:22])[O:23][CH3:24])[CH2:25][c:26]2[n:27][cH:28][cH:29][cH:30][cH:31]2)[cH:5][c:6]([F:8])[cH:7]1. The reactants are CC(=O)O, Cc1cc2occc2c(Cl)n1, [Zn]. Yields the product Cc1cc2occc2cn1. RXN SMILES: [CH3:12][C:13](=[O:14])[OH:15].[Cl:1][c:2]1[n:3][c:4]([CH3:11])[cH:5][c:6]2[c:7]1[cH:8][cH:9][o:10]2.[Zn:16]>>[cH:2]1[n:3][c:4]([CH3:11])[cH:5][c:6]2[c:7]1[cH:8][cH:9][o:10]2. The reactants are C[Si](CCOCN(C1=CC(=NC=2N1N=CC2C=2C=NC(=CC2)Cl)C2CCN(CC2)C(=O)OC(C)(C)C)COCC[Si](C)(C)C)(C)C (tert-butyl 4-(7-(bis((2-(trimethylsilyl)ethoxy)methyl)amino)-3-(6-chloropyridin-3-yl)pyrazolo[1,5-a]pyrimidin-5-yl)piperidine-1-carboxylate), FC1=C(C=CC=C1)B(O)O (2-fluorophenylboronic acid), C(Cl)Cl (CH2Cl2), [O-]P(=O)([O-])[O-].[K+].[K+].[K+].O (K3PO4.H2O). Reagents/catalysts: C1=CC=C(C=C1)P([C-]2C=CC=C2)C3=CC=CC=C3.C1=CC=C(C=C1)P([C-]2C=CC=C2)C3=CC=CC=C3.Cl[Pd]Cl.[Fe+2] (PdCl2(dppf)2). Solvent: O1CCOCC1 (Dioxane), O (H2O). Run at temperature 100 celsius. Yields the product EtOAc hexanes, C[Si](CCOCN(C1=CC(=NC=2N1N=CC2C=2C=NC(=CC2)C2=C(C=CC=C2)F)C2CCN(CC2)C(=O)OC(C)(C)C)COCC[Si](C)(C)C)(C)C (tert-butyl 4-(7-(bis((2-(trimethylsilyl)ethoxy)methyl)amino)-3-(6-(2-fluorophenyl)pyridin-3-yl)pyrazolo[1,5-a]pyrimidin-5-yl)piperidine-1-carboxylate). Isolated yield 93.0%. RXN SMILES: [CH3:1][Si:2]([CH3:46])([CH3:45])[CH2:3][CH2:4][O:5][CH2:6][N:7]([CH2:37][O:38][CH2:39][CH2:40][Si:41]([CH3:44])([CH3:43])[CH3:42])[C:8]1[N:13]2[N:14]=[CH:15][C:16]([C:17]3[CH:18]=[N:19][C:20](Cl)=[CH:21][CH:22]=3)=[C:12]2[N:11]=[C:10]([CH:24]2[CH2:29][CH2:28][N:27]([C:30]([O:32][C:33]([CH3:36])([CH3:35])[CH3:34])=[O:31])[CH2:26][CH2:25]2)[CH:9]=1.[F:47][C:48]1[CH:53]=[CH:52][CH:51]=[CH:50][C:49]=1B(O)O.C(Cl)Cl.[O-]P([O-])([O-])=O.[K+].[K+].[K+].O>O1CCOCC1.O.C1C=CC(P(C2C=CC=CC=2)[C-]2C=CC=C2)=CC=1.C1C=CC(P(C2C=CC=CC=2)[C-]2C=CC=C2)=CC=1.Cl[Pd]Cl.[Fe+2]>[CH3:1][Si:2]([CH3:46])([CH3:45])[CH2:3][CH2:4][O:5][CH2:6][N:7]([CH2:37][O:38][CH2:39][CH2:40][Si:41]([CH3:44])([CH3:43])[CH3:42])[C:8]1[N:13]2[N:14]=[CH:15][C:16]([C:17]3[CH:18]=[N:19][C:20]([C:49]4[CH:50]=[CH:51][CH:52]=[CH:53][C:48]=4[F:47])=[CH:21][CH:22]=3)=[C:12]2[N:11]=[C:10]([CH:24]2[CH2:29][CH2:28][N:27]([C:30]([O:32][C:33]([CH3:36])([CH3:35])[CH3:34])=[O:31])[CH2:26][CH2:25]2)[CH:9]=1 |f:3.4.5.6.7,10.11.12.13|. Reported procedure: To tert-butyl 4-(7-(bis((2-(trimethylsilyl)ethoxy)methyl)amino)-3-(6-chloropyridin-3-yl)pyrazolo[1,5-a]pyrimidin-5-yl)piperidine-1-carboxylate (2.25 g, 3.3 mmol) in Dioxane (24 ml) and H2O (6 ml) was added the 2-fluorophenylboronic acid (0.92 g, 6.6 mmol), PdCl2(dppf)2.CH2Cl2 (0.32 g, 0.39 mmol) and K3PO4.H2O (1.7 g, 8.2 mmol). The reaction was heated at 100° C. for 16 hours, at which time LC/MS analysis confirmed full consumption of starting material. On cooling, H2O (100 ml) and EtOAc (100 ml)...